The task is: describe an organic reaction: reactants, conditions, products, and yield. This data is from the Open Reaction Database (ORD), a public repository of structured organic reaction records. Reactants: ClCCl, CN(C)C=O, CS(=O)(=O)c1ccc(C(CC2CCCC2)C(=O)O)cc1Cl, O=C(Cl)C(=O)Cl, C1CCOC1, O, Cc1cccc(C)n1, Nc1cnc(-c2ccco2)cn1. The product is CS(=O)(=O)c1ccc(C(CC2CCCC2)C(=O)Nc2cnc(-c3ccco3)cn2)cc1Cl. RXN SMILES: [CH2:48]([Cl:49])[Cl:50].[CH3:51][N:52]([CH3:53])[CH:54]=[O:55].[Cl:1][c:2]1[cH:3][c:4]([CH:12]([C:13](=[O:14])[OH:15])[CH2:16][CH:17]2[CH2:18][CH2:19][CH2:20][CH2:21]2)[cH:5][cH:6][c:7]1[S:8](=[O:9])(=[O:10])[CH3:11].[Cl:22][C:23]([C:24]([Cl:25])=[O:26])=[O:27].[O:56]1[CH2:57][CH2:58][CH2:59][CH2:60]1.[OH2:61].[n:40]1[c:41]([CH3:42])[cH:43][cH:44][cH:45][c:46]1[CH3:47].[o:28]1[c:29](-[c:33]2[n:34][cH:35][c:36]([NH2:39])[n:37][cH:38]2)[cH:30][cH:31][cH:32]1>>[Cl:1][c:2]1[cH:3][c:4]([CH:12]([C:13](=[O:15])[NH:39][c:36]2[cH:35][n:34][c:33](-[c:29]3[o:28][cH:32][cH:31][cH:30]3)[cH:38][n:37]2)[CH2:16][CH:17]2[CH2:18][CH2:19][CH2:20][CH2:21]2)[cH:5][cH:6][c:7]1[S:8](=[O:9])(=[O:10])[CH3:11]. Reactants: COC1=CC=C(C=C1)C1=CC(=CC=2C=COC21)C=O (7-(4-methoxyphenyl)-benzofuran-5-carbaldehyde), Cl.N1=CC=CC=C1 (pyridine hydrochloride), Cl.N1=CC=CC=C1 (pyridine hydrochloride). Solvent: O (water). Conditions: temperature 190 celsius. Product: OC1=CC=C(C=C1)C1=CC(=CC=2C=COC21)C=O (7-(4-Hydroxyphenyl)-benzofuran-5-carbaldehyde). The yield is 161.1%. RXN SMILES: C[O:2][C:3]1[CH:8]=[CH:7][C:6]([C:9]2[C:17]3[O:16][CH:15]=[CH:14][C:13]=3[CH:12]=[C:11]([CH:18]=[O:19])[CH:10]=2)=[CH:5][CH:4]=1.Cl.N1C=CC=CC=1>O>[OH:2][C:3]1[CH:8]=[CH:7][C:6]([C:9]2[C:17]3[O:16][CH:15]=[CH:14][C:13]=3[CH:12]=[C:11]([CH:18]=[O:19])[CH:10]=2)=[CH:5][CH:4]=1 |f:1.2|. Reported procedure: To a 10 ml round bottom flask was added 7-(4-methoxyphenyl)-benzofuran-5-carbaldehyde (0.50 g, 1.98 mmol), and pyridine hydrochloride (1.2 g, 5.2 mmol). The mixture was heated to 190° C. for 2 h, cooled slightly, then water (10 ml) was added to dissolve the remaining pyridine hydrochloride. The aqueous was extracted with EtOAc (3×), passed through a silica plug, and concentrated to 450 mg (96%) of crude product as a light yellow foam. The crude from this reaction was combined with a second batch... Reactants: Cl (HCl), N1=NC=C(C=C1)C(=O)O (pyridazine-4-carboxylic acid), C(C)O (ethanol). Yields the product C(C)OC(=O)C1=CN=NC=C1 (Pyridazine-4-carboxylic acid ethyl ester). Isolated yield 49.0%. RXN SMILES: Cl.[N:2]1[CH:7]=[CH:6][C:5]([C:8]([OH:10])=[O:9])=[CH:4][N:3]=1.[CH2:11](O)[CH3:12]>>[CH2:11]([O:9][C:8]([C:5]1[CH:6]=[CH:7][N:2]=[N:3][CH:4]=1)=[O:10])[CH3:12]. Procedure: In a 250 mL round bottom flask, 1 mL concentrated HCl and 70 mL ethanol was added to pyridazine-4-carboxylic acid (3.78 g, 30.4 mmol). The mixture was refluxed overnight. The reaction was 80% complete based on HPLC. The reaction mixture was concentrated down. The residue was purified (silica gel, 2-10% MeOH/DCM) to give light yellow oil (1.8 g, 49%). 1H NMR (300 MHz, CD3OD): δ 9.62 (s, 1H), 9.43 (d, 1H), 8.08 (d, 1H), 4.52 (dd, 2H), 1.43 (t, 3H). The reactants are CCO, O=[N+]([O-])c1ccc(Oc2cccc3[nH]ncc23)c(F)c1, C1CCOC1, O=[Pt]=O. The product is Nc1ccc(Oc2cccc3[nH]ncc23)c(F)c1. As a reaction SMILES: [CH2:26]([OH:27])[CH3:28].[F:1][c:2]1[c:3]([O:4][c:5]2[c:6]3[cH:7][n:8][nH:9][c:10]3[cH:11][cH:12][cH:13]2)[cH:14][cH:15][c:16]([N+:18]([O-:19])=[O:20])[cH:17]1.[O:21]1[CH2:22][CH2:23][CH2:24][CH2:25]1.[Pt:29](=[O:30])=[O:31]>>[F:1][c:2]1[c:3]([O:4][c:5]2[c:6]3[cH:7][n:8][nH:9][c:10]3[cH:11][cH:12][cH:13]2)[cH:14][cH:15][c:16]([NH2:18])[cH:17]1. The reactants are CC(=O)OC(C)=O, O, COc1ccc(C2(CO)CCC(=O)CC2)cc1, c1ccncc1. Product: COc1ccc(C2(COC(C)=O)CCC(=O)CC2)cc1. As a reaction SMILES: [CH3:24][C:25](=[O:26])[O:27][C:28](=[O:29])[CH3:30].[OH2:31].[OH:1][CH2:2][C:3]1([c:10]2[cH:11][cH:12][c:13]([O:16][CH3:17])[cH:14][cH:15]2)[CH2:4][CH2:5][C:6](=[O:9])[CH2:7][CH2:8]1.[cH:18]1[cH:19][cH:20][n:21][cH:22][cH:23]1>>[O:1]([CH2:2][C:3]1([c:10]2[cH:11][cH:12][c:13]([O:16][CH3:17])[cH:14][cH:15]2)[CH2:4][CH2:5][C:6](=[O:9])[CH2:7][CH2:8]1)[C:25]([CH3:24])=[O:26]. Starting materials: FC1=C(N)C=CC(=C1)OC1=CC=C(C=C1)C=1N=C(NC1)COC1=CC=CC=C1 (2-fluoro-4-{4-[2-(phenoxymethyl)-1H-imidazol-4-yl]phenoxy}aniline), CC1=NN(C(=C1)C)C(N)=N[N+](=O)[O-] (3,5-dimethyl-N′-nitro-1H-pyrazole-1-carboximidamide). Run in CO (methanol). The product is FC1=C(C=CC(=C1)OC1=CC=C(C=C1)C=1N=C(NC1)COC1=CC=CC=C1)NC(=N[N+](=O)[O-])N (N-(2-fluoro-4-{4-[2-(phenoxymethyl)-1H-imidazol-4-yl]phenoxy}phenyl)-N″-nitroguanidine). RXN SMILES: [F:1][C:2]1[CH:8]=[C:7]([O:9][C:10]2[CH:15]=[CH:14][C:13]([C:16]3[N:17]=[C:18]([CH2:21][O:22][C:23]4[CH:28]=[CH:27][CH:26]=[CH:25][CH:24]=4)[NH:19][CH:20]=3)=[CH:12][CH:11]=2)[CH:6]=[CH:5][C:3]=1[NH2:4].CC1C=C(C)[N:32]([C:36](=[N:38][N+:39]([O-:41])=[O:40])N)N=1>CO>[F:1][C:2]1[CH:8]=[C:7]([O:9][C:10]2[CH:11]=[CH:12][C:13]([C:16]3[N:17]=[C:18]([CH2:21][O:22][C:23]4[CH:24]=[CH:25][CH:26]=[CH:27][CH:28]=4)[NH:19][CH:20]=3)=[CH:14][CH:15]=2)[CH:6]=[CH:5][C:3]=1[NH:4][C:36]([NH2:32])=[N:38][N+:39]([O-:41])=[O:40]. Reported procedure: In a sealed glass tube suitable for microwave heating, 2-fluoro-4-{4-[2-(phenoxymethyl)-1H-imidazol-4-yl]phenoxy}aniline (0.6 g, 1.6 mmol) and 3,5-dimethyl-N′-nitro-1H-pyrazole-1-carboximidamide (0.296 g, 1.6 mmol) in 5 ml of methanol are heated at 150° C. in a microwave oven (Biotage, Emrys Optimiser) for 2700 seconds. The reaction medium is evaporated to dryness. After passing the residue obtained through a silica column (eluent dichloromethane/ethanol 98/2), a solid is obtained in the form of... Starting materials: ClC1=C(C=CC(=C1)Cl)C(=O)C=1OC2=C(C1C)C=CC(=C2)B2OC(C(O2)(C)C)(C)C ((2,4-dichlorophenyl)-[3-methyl-6-(4,4,5,5-tetramethyl[1,3,2]dioxaborolan-2-yl)-benzofuran-2-yl]-methanone), BrC1=CC=CC(=N1)C(=O)N (6-Bromo-pyridine-2-carboxylic acid amide). The product is ClC1=C(C(=O)C=2OC3=C(C2C)C=CC(=C3)C3=CC=CC(=N3)C(=O)N)C=CC(=C1)Cl (6-[2-(2,4-Dichloro-benzoyl)-3-methyl-benzofuran-6-yl]-pyridine-2-carboxylic acid amide). As a reaction SMILES: [Cl:1][C:2]1[CH:7]=[C:6]([Cl:8])[CH:5]=[CH:4][C:3]=1[C:9]([C:11]1[O:12][C:13]2[CH:20]=[C:19](B3OC(C)(C)C(C)(C)O3)[CH:18]=[CH:17][C:14]=2[C:15]=1[CH3:16])=[O:10].Br[C:31]1[N:36]=[C:35]([C:37]([NH2:39])=[O:38])[CH:34]=[CH:33][CH:32]=1>>[Cl:1][C:2]1[CH:7]=[C:6]([Cl:8])[CH:5]=[CH:4][C:3]=1[C:9]([C:11]1[O:12][C:13]2[CH:20]=[C:19]([C:31]3[N:36]=[C:35]([C:37]([NH2:39])=[O:38])[CH:34]=[CH:33][CH:32]=3)[CH:18]=[CH:17][C:14]=2[C:15]=1[CH3:16])=[O:10]. Procedure details: 6-[2-(2,4-Dichloro-benzoyl)-3-methyl-benzofuran-6-yl]-pyridine-2-carboxylic acid amide was prepared via a Suzuki coupling of ((2,4-dichlorophenyl)-[3-methyl-6-(4,4,5,5-tetramethyl[1,3,2]dioxaborolan-2-yl)-benzofuran-2-yl]-methanone and 6-Bromo-pyridine-2-carboxylic acid amide as described in method 6 step 2. 1H-NMR (CD3OD) δ 8.42 (s, 1H), 8.23-8.17 (m, 2H), 8.09-8.02 (m, 2H), 7.92 (d, J=8 Hz 1H), 7.64 (d, J=2 Hz, 1H), 7.58-7.51 (m, 2H), 2.64 (s, 3H). Starting materials: NC1=CC=C(C=C1)C1=NNC(=N1)C1=CC=NC=C1 (3-(p-aminophenyl)-5-(4-pyridyl)-1,2,4-triazole), C(C)(=O)OC(C)=O (acetic anhydride). Yields the product C(C)(=O)NC1=CC=C(C=C1)C1=NNC(=N1)C1=CC=NC=C1 (3-(p-acetylaminophenyl)-5-(4-pyridyl)-1,2,4-triazole). RXN SMILES: [NH2:1][C:2]1[CH:7]=[CH:6][C:5]([C:8]2[N:12]=[C:11]([C:13]3[CH:18]=[CH:17][N:16]=[CH:15][CH:14]=3)[NH:10][N:9]=2)=[CH:4][CH:3]=1.[C:19](OC(=O)C)(=[O:21])[CH3:20]>>[C:19]([NH:1][C:2]1[CH:7]=[CH:6][C:5]([C:8]2[N:12]=[C:11]([C:13]3[CH:18]=[CH:17][N:16]=[CH:15][CH:14]=3)[NH:10][N:9]=2)=[CH:4][CH:3]=1)(=[O:21])[CH3:20]. Procedure details: To 3-(p-aminophenyl)-5-(4-pyridyl)-1,2,4-triazole (1 g.) is added acetic anhydride (20 ml.) and the resulting suspension is heated 18 hours on a steam bath. The excess acetic anhydride is removed under reduced pressure and water (25 ml.) is added to the residue. After stirring 0.5 hour, the solid is filtered and recrystallized to yield 3-(p-acetylaminophenyl)-5-(4-pyridyl)-1,2,4-triazole. Run at time 0.5 hour. Reactants: C(C)(=O)O[BH-](OC(C)=O)OC(C)=O.[Na+] (Sodium triacetoxyborohydride), CC(=O)C (acetone), C(C)(=O)O (acetic acid), C(C)(C)(C)OC(=O)N1N=C(C=C1)N (3-amino-pyrazole-1-carboxylic acid tert-butyl ester). Solvent: C(Cl)Cl (DCM). Run at time 1 hour. The product is C(C)(C)(C)OC(=O)N1N=C(C=C1)NC(C)C (3-Isopropylamino-pyrazole-1-carboxylic acid tert-butyl ester). Reaction SMILES: [CH3:1][C:2]([CH3:4])=O.C(O)(=O)C.[C:9]([O:13][C:14]([N:16]1[CH:20]=[CH:19][C:18]([NH2:21])=[N:17]1)=[O:15])([CH3:12])([CH3:11])[CH3:10].C(O[BH-](OC(=O)C)OC(=O)C)(=O)C.[Na+]>C(Cl)Cl>[C:9]([O:13][C:14]([N:16]1[CH:20]=[CH:19][C:18]([NH:21][CH:2]([CH3:4])[CH3:1])=[N:17]1)=[O:15])([CH3:12])([CH3:10])[CH3:11] |f:3.4|. Procedure details: A mixture of acetone (0.1 mL, 1.4 mmol), acetic acid (0.078 mL, 1.43 mmol) and 3-amino-pyrazole-1-carboxylic acid tert-butyl ester (200 mg, 1.1 mmol) in DCM (5 mL) was stirred at RT for 1 hour. Sodium triacetoxyborohydride (467 mg, 2.2 mmol) was added and the mixture stirred overnight. The mixture was extracted with ethyl acetate, washed with water, dried and concentrated. The residue was purified by flash column to give 3-Isopropylamino-pyrazole-1-carboxylic acid tert-butyl ester. Starting materials: CCOC(C)=O, CCCCCC, COc1ccc(F)cc1C(C)(C)CC(O)(CNc1nccc2ccccc12)C(F)(F)F. The product is CC(C)(CC(O)(CNc1nccc2ccccc12)C(F)(F)F)c1cc(F)ccc1O. Reaction SMILES: [C:32]([O:33][CH2:34][CH3:35])(=[O:36])[CH3:37].[CH3:38][CH2:39][CH2:40][CH2:41][CH2:42][CH3:43].[F:1][c:2]1[cH:3][cH:4][c:5]([O:30][CH3:31])[c:6]([C:8]([CH2:9][C:10]([CH2:11][NH:12][c:13]2[n:14][cH:15][cH:16][c:17]3[cH:18][cH:19][cH:20][cH:21][c:22]23)([OH:23])[C:24]([F:25])([F:26])[F:27])([CH3:28])[CH3:29])[cH:7]1>>[F:1][c:2]1[cH:3][cH:4][c:5]([OH:30])[c:6]([C:8]([CH2:9][C:10]([CH2:11][NH:12][c:13]2[n:14][cH:15][cH:16][c:17]3[cH:18][cH:19][cH:20][cH:21][c:22]23)([OH:23])[C:24]([F:25])([F:26])[F:27])([CH3:28])[CH3:29])[cH:7]1.